From a dataset of the Open Reaction Database (ORD), a public repository of structured organic reaction records. describe an organic reaction: reactants, conditions, products, and yield Starting materials: C(C)(C)(C)OC(C1=CC(=NC(=C1)Cl)Cl)=O (2,6-dichloro-isonicotinic acid tert.-butyl ester), B1(OB(OB(O1)C=C)C=C)C=C.C1=CC=NC=C1 (2,4,6-trivinylcyclotriboroxane pyridine complex), C(=O)([O-])[O-].[K+].[K+] (K2CO3). The reagents and catalysts are C1(=CC=CC=C1)P(C1=CC=CC=C1)C1=CC=CC=C1 (triphenylphosphine), C=1C=CC(=CC1)[P](C=2C=CC=CC2)(C=3C=CC=CC3)[Pd]([P](C=4C=CC=CC4)(C=5C=CC=CC5)C=6C=CC=CC6)([P](C=7C=CC=CC7)(C=8C=CC=CC8)C=9C=CC=CC9)[P](C=1C=CC=CC1)(C=1C=CC=CC1)C=1C=CC=CC1 (Pd(PPh3)4). The solvent is [OH-].[Na+] (NaOH), COCCOC (DME). Reaction conditions: temperature 45 celsius, time 15 hour. The product is C(C)(C)(C)OC(C1=CC(=NC(=C1)C=C)C=C(C)C)=O (2-(2-methyl-propenyl)-6-vinyl-isonicotinic acid tert-butyl ester). RXN SMILES: [C:1]([O:5][C:6](=[O:15])[C:7]1[CH:12]=[C:11](Cl)[N:10]=[C:9](Cl)[CH:8]=1)([CH3:4])([CH3:3])[CH3:2].B1(C=C)OB([CH:22]=[CH2:23])OB(C=C)O1.[CH:28]1[CH:33]=[CH:32]N=CC=1.[C:34]([O-])([O-])=O.[K+].[K+]>COCCOC.[OH-].[Na+].C1C=CC([P]([Pd]([P](C2C=CC=CC=2)(C2C=CC=CC=2)C2C=CC=CC=2)([P](C2C=CC=CC=2)(C2C=CC=CC=2)C2C=CC=CC=2)[P](C2C=CC=CC=2)(C2C=CC=CC=2)C2C=CC=CC=2)(C2C=CC=CC=2)C2C=CC=CC=2)=CC=1.C1(P(C2C=CC=CC=2)C2C=CC=CC=2)C=CC=CC=1>[C:1]([O:5][C:6](=[O:15])[C:7]1[CH:12]=[C:11]([CH:22]=[CH2:23])[N:10]=[C:9]([CH:34]=[C:33]([CH3:32])[CH3:28])[CH:8]=1)([CH3:4])([CH3:3])[CH3:2] |f:1.2,3.4.5,7.8,^1:51,53,72,91|. Reported procedure: To a solution of 2,6-dichloro-isonicotinic acid tert.-butyl ester (500 mg, 2.02 mmol), and 2,4,6-trivinylcyclotriboroxane pyridine complex (170 mg, 0.706 mmol) in DME (12 mL), a solution of 2 M aq. K2CO3 (3 mL) followed by Pd(PPh3)4 (30 mg, 0.041 mmol) and triphenylphosphine (50 mg, 0.187 mmol) is added. The mixture is stirred at 45° C. for 15 h. 2,4,6-Tri-(2-methyl-propenyl)-cycloboroxane pyridine complex (594 mg, 1.83 mmol) is then added to the mixture and stirring is continued at 100° C. for ...